From a dataset of the Open Reaction Database (ORD), a public repository of structured organic reaction records. describe an organic reaction: reactants, conditions, products, and yield Starting materials: C(C1=CC=CC=C1)N1[C@@H](C[C@H](C1)O)C(=O)OC ((2S,4R)-1-benzyl-2-methoxycarbonyl-4-hydroxypyrrolidine), N1C=NC=C1 (imidazole), [Si](C)(C)(C(C)(C)C)Cl (t-butyldimethylsilyl chloride), Cl (hydrochloric acid). The solvent is CN(C=O)C (N,N-dimethylformamide). The product is C(C1=CC=CC=C1)N1[C@@H](C[C@H](C1)O[Si](C)(C)C(C)(C)C)C(=O)OC ((2S,4R)-1-benzyl -2-methoxycarbonyl-4-(t-butyldimethylsilyloxy)pyrrolidine). The yield is 98.2%. As a reaction SMILES: [CH2:1]([N:8]1[CH2:12][C@H:11]([OH:13])[CH2:10][C@H:9]1[C:14]([O:16][CH3:17])=[O:15])[C:2]1[CH:7]=[CH:6][CH:5]=[CH:4][CH:3]=1.N1C=CN=C1.[Si:23](Cl)([C:26]([CH3:29])([CH3:28])[CH3:27])([CH3:25])[CH3:24].Cl>CN(C)C=O>[CH2:1]([N:8]1[CH2:12][C@H:11]([O:13][Si:23]([C:26]([CH3:29])([CH3:28])[CH3:27])([CH3:25])[CH3:24])[CH2:10][C@H:9]1[C:14]([O:16][CH3:17])=[O:15])[C:2]1[CH:3]=[CH:4][CH:5]=[CH:6][CH:7]=1. Procedure details: To a solution of (2S,4R)-1-benzyl-2-methoxycarbonyl-4-hydroxypyrrolidine (661 g) in N,N-dimethylformamide (3.3 l) were added successively imidazole (383 g) and t-butyldimethylsilyl chloride (508 g) at 10°~20° C. with stirring and the solution was stirred at ambient temperature for 3 hours. The mixture was poured into 0.1N hydrochloric acid and extracted with ethyl acetate. The organic layer was washed with 5% aqueous sodium bicarbonate, water and 10% sodium chloride, dried with anhydrous magnesi... The reactants are CC(=O)O, O, O=C(CCl)NCO, O=S(=O)(O)O, COc1ccccc1. Product: COc1ccc(CNC(=O)CCl)cc1. Reaction SMILES: [CH3:1][C:2](=[O:3])[OH:4].[OH2:25].[OH:18][CH2:19][NH:20][C:21]([CH2:22][Cl:23])=[O:24].[S:5](=[O:6])(=[O:7])([OH:8])[OH:9].[c:10]1([O:16][CH3:17])[cH:11][cH:12][cH:13][cH:14][cH:15]1>>[c:10]1([O:16][CH3:17])[cH:11][cH:12][c:13]([CH2:19][NH:20][C:21]([CH2:22][Cl:23])=[O:24])[cH:14][cH:15]1. Reactants: CC1=C2[C@H](C(=O)[C@@]3([C@H](C[C@@H]4[C@]([C@H]3[C@@H]([C@@](C2(C)C)(C[C@@H]1OC(=O)[C@@H]([C@H](C=5C=CC=CC5)NC(=O)OC(C)(C)C)O)O)OC(=O)C=6C=CC=CC6)(CO4)OC(=O)C)O)C)O (docetaxel), C([C@@H](O)[C@@H](O)[C@H](O)[C@H](O)CO)O (mannitol), C([C@@H](O)[C@@H](O)[C@H](O)[C@H](O)CO)O (mannitol), CC1=C2[C@H](C(=O)[C@@]3([C@H](C[C@@H]4[C@]([C@H]3[C@@H]([C@@](C2(C)C)(C[C@@H]1OC(=O)[C@@H]([C@H](C=5C=CC=CC5)NC(=O)OC(C)(C)C)O)O)OC(=O)C=6C=CC=CC6)(CO4)OC(=O)C)O)C)O (docetaxel). Yields the product CC1=C2[C@H](C(=O)[C@@]3([C@H](C[C@@H]4[C@]([C@H]3[C@@H]([C@@](C2(C)C)(C[C@@H]1OC(=O)[C@@H]([C@H](C=5C=CC=CC5)NC(=O)OC(C)(C)C)O)O)OC(=O)C=6C=CC=CC6)(CO4)OC(=O)C)O)C)O.C([C@@H](O)[C@@H](O)[C@H](O)[C@H](O)CO)O (Docetaxel Mannitol). As a reaction SMILES: [CH3:1][C:2]1[C@@H:19]([O:20][C:21]([C@H:23]([OH:39])[C@@H:24]([NH:31][C:32]([O:34][C:35]([CH3:38])([CH3:37])[CH3:36])=[O:33])[C:25]2[CH:26]=[CH:27][CH:28]=[CH:29][CH:30]=2)=[O:22])[CH2:18][C@:14]2([OH:40])[C:15]([CH3:17])([CH3:16])[C:3]=1[C@@H:4]([OH:58])[C:5]([C@@:7]1([CH3:57])[C@H:12]([C@@H:13]2[O:41][C:42]([C:44]2[CH:45]=[CH:46][CH:47]=[CH:48][CH:49]=2)=[O:43])[C@:11]2([O:52][C:53]([CH3:55])=[O:54])[CH2:50][O:51][C@@H:10]2[CH2:9][C@@H:8]1[OH:56])=[O:6].[CH2:59]([OH:70])[C@H:60]([C@H:62]([C@@H:64]([C@@H:66]([CH2:68][OH:69])[OH:67])[OH:65])[OH:63])[OH:61]>>[CH3:1][C:2]1[C@@H:19]([O:20][C:21]([C@H:23]([OH:39])[C@@H:24]([NH:31][C:32]([O:34][C:35]([CH3:36])([CH3:37])[CH3:38])=[O:33])[C:25]2[CH:26]=[CH:27][CH:28]=[CH:29][CH:30]=2)=[O:22])[CH2:18][C@:14]2([OH:40])[C:15]([CH3:16])([CH3:17])[C:3]=1[C@@H:4]([OH:58])[C:5]([C@@:7]1([CH3:57])[C@H:12]([C@@H:13]2[O:41][C:42]([C:44]2[CH:49]=[CH:48][CH:47]=[CH:46][CH:45]=2)=[O:43])[C@:11]2([O:52][C:53]([CH3:55])=[O:54])[CH2:50][O:51][C@@H:10]2[CH2:9][C@@H:8]1[OH:56])=[O:6].[CH2:68]([OH:69])[C@H:66]([C@H:64]([C@@H:62]([C@@H:60]([CH2:59][OH:70])[OH:61])[OH:63])[OH:65])[OH:67] |f:2.3|. Procedure: Lyophilization is performed to yield vials containing lyophilized cake comprising docetaxel and mannitol in a ratio of 1:1.5 to 1:3, preferably 1:1.8 to 1:2.7, more preferably 1:2.0 to 1:2.5, and most preferably 1:2.2. The amount of cake may vary, for example a 1:2.2 ratio may be obtained by a vial comprising 20 mg docetaxel and 44 mg mannitol, a vial comprising 80 mg docetaxel and 176 mg mannitol, or a vial comprising 120 mg docetaxel and 264 mg mannitol. Reactants: BrC1=CC=C(C=C1)C1=NC2=CC(=CC=C2C(=N1)Cl)Cl (2-(4-bromo-phenyl)-4,7-dichloro-quinazoline), NC1=CC=CC=C1 (aniline). The solvent is C1CCOC1 (THF). Conditions: time 18 hour. The product is BrC1=CC=C(C=C1)C1=NC2=CC(=CC=C2C(=N1)NC1=CC=CC=C1)Cl ([2-(4-Bromo-phenyl)-7-chloro-quinazolin-4-yl]-phenyl-amine). Reaction SMILES: [Br:1][C:2]1[CH:7]=[CH:6][C:5]([C:8]2[N:17]=[C:16](Cl)[C:15]3[C:10](=[CH:11][C:12]([Cl:19])=[CH:13][CH:14]=3)[N:9]=2)=[CH:4][CH:3]=1.[NH2:20][C:21]1[CH:26]=[CH:25][CH:24]=[CH:23][CH:22]=1>C1COCC1>[Br:1][C:2]1[CH:7]=[CH:6][C:5]([C:8]2[N:17]=[C:16]([NH:20][C:21]3[CH:26]=[CH:25][CH:24]=[CH:23][CH:22]=3)[C:15]3[C:10](=[CH:11][C:12]([Cl:19])=[CH:13][CH:14]=3)[N:9]=2)=[CH:4][CH:3]=1. Reported procedure: A solution of 2-(4-bromo-phenyl)-4,7-dichloro-quinazoline (0.085 mmol, 30 mg) in 2 ml THF is treated with aniline (0.01 ml, 0.11 mmol). The suspension is heated to 60° and stirred for 18 hrs. The reaction mixture is filtered and the crystals are washed with THF and dried. [2-(4-Bromo-phenyl)-7-chloro-quinazolin-4-yl]-phenyl-amine is obtained. Starting materials: CCOC(=O)C=Cc1ccc(NC(=O)OCc2ccccc2)cc1F, CCCCCOCN(Cc1ccccc1)C[Si](C)(C)C, ClCCl, O=C(O)C(F)(F)F. Product: CCOC(=O)C1CN(Cc2ccccc2)CC1c1ccc(NC(=O)OCc2ccccc2)cc1F. Reaction SMILES: [CH2:1]([CH3:2])[O:3][C:4]([CH:5]=[CH:6][c:7]1[c:8]([F:24])[cH:9][c:10]([NH:13][C:14](=[O:15])[O:16][CH2:17][c:18]2[cH:19][cH:20][cH:21][cH:22][cH:23]2)[cH:11][cH:12]1)=[O:25].[CH2:26]([O:27][CH2:32][N:33]([CH2:34][c:35]1[cH:36][cH:37][cH:38][cH:39][cH:40]1)[CH2:41][Si:28]([CH3:29])([CH3:30])[CH3:31])[CH2:42][CH2:43][CH2:44][CH3:45].[Cl:53][CH2:54][Cl:55].[OH:46][C:47]([C:48]([F:49])([F:50])[F:51])=[O:52]>>[CH2:1]([CH3:2])[O:3][C:4]([CH:5]1[CH:6]([c:7]2[c:8]([F:24])[cH:9][c:10]([NH:13][C:14](=[O:15])[O:16][CH2:17][c:18]3[cH:19][cH:20][cH:21][cH:22][cH:23]3)[cH:11][cH:12]2)[CH2:41][N:33]([CH2:34][c:35]2[cH:36][cH:37][cH:38][cH:39][cH:40]2)[CH2:32]1)=[O:25]. The reactants are [BH4-], CC(C)(C)OC(=O)N1CC(=O)C(S(=O)(=O)c2ccc(OCc3ccccc3)cc2)C1, CO, Cl, [Na+]. Product: CC(C)(C)OC(=O)N1CC(O)C(S(=O)(=O)c2ccc(OCc3ccccc3)cc2)C1. RXN SMILES: [BH4-:31].[C:1]([CH3:2])([CH3:3])([CH3:4])[O:5][C:6](=[O:7])[N:8]1[CH2:9][CH:10]([S:14](=[O:15])(=[O:16])[c:17]2[cH:18][cH:19][c:20]([O:23][CH2:24][c:25]3[cH:26][cH:27][cH:28][cH:29][cH:30]3)[cH:21][cH:22]2)[C:11](=[O:13])[CH2:12]1.[CH3:34][OH:35].[ClH:33].[Na+:32]>>[C:1]([CH3:2])([CH3:3])([CH3:4])[O:5][C:6](=[O:7])[N:8]1[CH2:9][CH:10]([S:14](=[O:15])(=[O:16])[c:17]2[cH:18][cH:19][c:20]([O:23][CH2:24][c:25]3[cH:26][cH:27][cH:28][cH:29][cH:30]3)[cH:21][cH:22]2)[CH:11]([OH:13])[CH2:12]1. Starting materials: NC=1C=C(C=CC1)C1=C(C=NC2=C(C=CC=C12)C(F)(F)F)C(=O)C1=CC=CC=C1 ([4-(3-amino-phenyl)-8-trifluoromethyl-quinolin-3-yl]-phenyl-methanone), FC1=C(C=CC=C1)CC(=O)Cl (2-fluorophenyl-acetyl chloride). As a reaction SMILES: [NH2:1][C:2]1[CH:3]=[C:4]([C:8]2[C:17]3[C:12](=[C:13]([C:18]([F:21])([F:20])[F:19])[CH:14]=[CH:15][CH:16]=3)[N:11]=[CH:10][C:9]=2[C:22]([C:24]2[CH:29]=[CH:28][CH:27]=[CH:26][CH:25]=2)=[O:23])[CH:5]=[CH:6][CH:7]=1.[F:30][C:31]1[CH:36]=[CH:35][CH:34]=[CH:33][C:32]=1[CH2:37][C:38](Cl)=[O:39]>>[C:22]([C:9]1[CH:10]=[N:11][C:12]2[C:17]([C:8]=1[C:4]1[CH:3]=[C:2]([NH:1][C:38](=[O:39])[CH2:37][C:32]3[CH:33]=[CH:34][CH:35]=[CH:36][C:31]=3[F:30])[CH:7]=[CH:6][CH:5]=1)=[CH:16][CH:15]=[CH:14][C:13]=2[C:18]([F:21])([F:19])[F:20])(=[O:23])[C:24]1[CH:25]=[CH:26][CH:27]=[CH:28][CH:29]=1. Product: C(C1=CC=CC=C1)(=O)C=1C=NC2=C(C=CC=C2C1C=1C=C(C=CC1)NC(CC1=C(C=CC=C1)F)=O)C(F)(F)F (N-{3-[3-BENZOYL-8-(TRIFLUOROMETHYL)QUINOLIN-4-YL]PHENYL}-2-(2-FLUOROPHENYL) ACETAMIDE). Procedure details: The title compound was prepared from [4-(3-amino-phenyl)-8-trifluoromethyl-quinolin-3-yl]-phenyl-methanone and 2-fluorophenyl-acetyl chloride according to the procedure of Example 61. MS (ES) m/z 526.8. Starting materials: SCC(C(=O)O)NCC1=CC=C(C=C1)OC (3-mercapto-2-(4-methoxybenzylamino)-propionic acid), C([O-])([O-])=O.[K+].[K+] (potassium carbonate), O (water), C1=CN(C=N1)C(=O)N2C=CN=C2 (N,N-carbonyldiimidazole). The solvent is C(C)#N (acetonitrile). Reaction conditions: temperature 40 celsius. Product: COC1=CC=C(CN2C(SC[C@H]2C(=O)O)=O)C=C1 ((R)-3-(4-methoxy-benzyl)-2-oxo-thiazolidine-4-carboxylic acid). RXN SMILES: [SH:1][CH2:2][CH:3]([NH:7][CH2:8][C:9]1[CH:14]=[CH:13][C:12]([O:15][CH3:16])=[CH:11][CH:10]=1)[C:4]([OH:6])=[O:5].[C:17](=O)([O-])[O-:18].[K+].[K+].O.C1N=CN(C(N2C=NC=C2)=O)C=1>C(#N)C>[CH3:16][O:15][C:12]1[CH:11]=[CH:10][C:9]([CH2:8][N:7]2[C@H:3]([C:4]([OH:6])=[O:5])[CH2:2][S:1][C:17]2=[O:18])=[CH:14][CH:13]=1 |f:1.2.3|. Procedure details: A 22 L three-necked round bottom flask fitted with an internal temperature probe and a mechanical stirrer was charged with 3-mercapto-2-(4-methoxybenzylamino)-propionic acid (400.0 g, 1.66 mol), potassium carbonate (480.0 g, 3.47 mol) and 2.80 L of water. The mixture was heated at 40° C. with stirring until it became homogeneous and was then cooled to 20-25° C. A solution of N,N-carbonyldiimidazole (400.0 g, 222.47 mol) in 2.8 L of acetonitrile was added while maintaining an internal reaction te... The reactants are C(C(C)(C)C)(=O)OC[C@@H](C[C@@H]([C@H]([C@H](C[C@H](CO[Si](C)(C)C(C)(C)C)C)OC)O[Si](C)(C)C(C)(C)C)OC)C ((2R,4S,5R,6S,8R)-1-Pivaloyloxy-2,8-dimethyl-4,6-dimethoxy-5,9-bis-t-butyldimethylsilyloxynonane), O1CCCC1 (tetrahydrofuran), FC(C(=O)O)(F)F (trifluoroacetic acid). Run in O (water). Run at temperature 25 celsius, time 5 hour. Yields the product C[C@@H](CO)C[C@@H]([C@@H]([C@H](C[C@H](COC(C(C)(C)C)=O)C)OC)O[Si](C)(C)C(C)(C)C)OC ((2R,4S,5S,6S,8R)-2,8-Dimethyl-4,6-dimethoxy-5-t-butyldimethylsilyloxy-9-pivaloyloxynonanol). Yield: 127.4%. Reaction SMILES: [C:1]([O:7][CH2:8][C@H:9]([CH3:38])[CH2:10][C@H:11]([O:36][CH3:37])[C@@H:12]([O:28][Si:29]([C:32]([CH3:35])([CH3:34])[CH3:33])([CH3:31])[CH3:30])[C@@H:13]([O:26][CH3:27])[CH2:14][C@@H:15]([CH3:25])[CH2:16][O:17][Si](C(C)(C)C)(C)C)(=[O:6])[C:2]([CH3:5])([CH3:4])[CH3:3].O1CCCC1.FC(F)(F)C(O)=O>O>[CH3:25][C@H:15]([CH2:14][C@H:13]([O:26][CH3:27])[C@H:12]([O:28][Si:29]([C:32]([CH3:35])([CH3:34])[CH3:33])([CH3:30])[CH3:31])[C@@H:11]([O:36][CH3:37])[CH2:10][C@@H:9]([CH3:38])[CH2:8][O:7][C:1](=[O:6])[C:2]([CH3:5])([CH3:4])[CH3:3])[CH2:16][OH:17]. Procedure: Bis-t-butyldimethylsilyloxy ether 25 (3.67 g, 6.36 mmol) was dissolved in asolution composed of 54 ml of tetrahydrofuran, 18 ml of water, and 0.9 ml of trifluoroacetic acid. The mixture was stirred at 25° C. for 5 hr. The mixture was partitioned between 200 ml of methylene chloride and 100 ml of saturated sodium bicarbonate solution. The aqueous phase was extracted with 2×200 ml of methylene chloride. The organic layers were combined, dried over magnesium sulfate, and concentrated in vacuo to yi... Reaction SMILES: C(Cl)(=O)C(Cl)=O.CN(C=O)C.[F:12][C:13]1[CH:14]=[C:15]([CH:21]=[CH:22][C:23]=1[F:24])[CH2:16][CH2:17][C:18]([OH:20])=O>ClCCl>[F:12][C:13]1[CH:14]=[C:15]2[C:21](=[CH:22][C:23]=1[F:24])[C:18](=[O:20])[CH2:17][CH2:16]2. The product is FC=1C=C2CCC(C2=CC1F)=O (5,6-difluoro-1-indanone). Starting materials: raw materials, C(C(=O)Cl)(=O)Cl (Oxalyl chloride), CN(C)C=O (DMF), FC=1C=C(CCC(=O)O)C=CC1F (3,4-difluorohydrocinnamic acid). Run at time 8 hour. Run in ClCCl (dichloromethane). Procedure details: Oxalyl chloride (1.12 mL) and DMF (78.2 mg) were added to a solution of 3,4-difluorohydrocinnamic acid (2.00 g) in dichloromethane (3.0 mL) at 0° C., and the reaction solution was stirred at room temperature overnight. After confirming that the raw materials disappeared, the reaction solution was concentrated under reduced pressure. Next, a solution of the resulting residue in dichloromethane (10 mL) was added to a solution of aluminum chloride (2.13 g) in dichloromethane (20 mL) at −30° C. The ... Isolated yield 29.6%.